From a dataset of the Open Reaction Database (ORD), a public repository of structured organic reaction records. describe an organic reaction: reactants, conditions, products, and yield The reactants are S(O)(O)(=O)=O (sulfuric acid), C(C)#N (acetonitrile), C(=O)(O)[O-].[Na+] (NaHCO3), OC(C)C=1C=C(SC1S(=O)(=O)C)S(=O)(=O)N (4-(1-hydroxyethyl)-5-methylsulfonylthiophene-2-sulfonamide), alcohol, S(O)(O)(=O)=O (sulfuric acid), C(C)#N (Acetonitrile). Reaction conditions: time 24 hour. The product is C(C)(=O)NC(C)C=1C=C(SC1S(=O)(=O)C)S(=O)(=O)N (4-(1-Acetamidoethyl)-5-methylsulfonylthiophene-2-sulfonamide). Yield: 34.0%. As a reaction SMILES: S(=O)(=O)(O)O.O[CH:7]([C:9]1[CH:10]=[C:11]([S:18]([NH2:21])(=[O:20])=[O:19])[S:12][C:13]=1[S:14]([CH3:17])(=[O:16])=[O:15])[CH3:8].C([O-])(O)=[O:23].[Na+].[C:27](#[N:29])[CH3:28]>>[C:27]([NH:29][CH:7]([C:9]1[CH:10]=[C:11]([S:18]([NH2:21])(=[O:20])=[O:19])[S:12][C:13]=1[S:14]([CH3:17])(=[O:16])=[O:15])[CH3:8])(=[O:23])[CH3:28] |f:2.3|. Procedure details: To acetonitrile (30 ml) was added concentrated sulfuric acid (2.94 g, 0.03 mol) followed by 4-(1-hydroxyethyl)-5-methylsulfonylthiophene-2-sulfonamide (2.85 g, 0.01 mol). The resulting solution was stirred at room temperature for 24 hours. Only about 1/2 of the alcohol had reacted so additional sulfuric acid (2.94 g, 0.03 mol) was added. After another 16 hours at room temperature the reaction was complete. The mixture was basified with excess NaHCO3. Acetonitrile (100 ml) was added, the mixture ...